From a dataset of the Open Reaction Database (ORD), a public repository of structured organic reaction records. describe an organic reaction: reactants, conditions, products, and yield The reactants are CO, CC(=O)O, [K+], NC(=O)Cc1ccc2c(c1)C(=O)Cc1cccnc1S2, [OH-], O. The product is O=C(O)Cc1ccc2c(c1)C(=O)Cc1cccnc1S2. As a reaction SMILES: [CH3:24][OH:25].[CH3:26][C:27](=[O:28])[OH:29].[K+:22].[O:1]=[C:2]1[c:3]2[c:4]([cH:13][cH:14][c:15]([CH2:17][C:18](=[O:19])[NH2:20])[cH:16]2)[S:5][c:6]2[c:7]([cH:9][cH:10][cH:11][n:12]2)[CH2:8]1.[OH-:21].[OH2:23]>>[O:1]=[C:2]1[c:3]2[c:4]([cH:13][cH:14][c:15]([CH2:17][C:18]([OH:19])=[O:21])[cH:16]2)[S:5][c:6]2[c:7]([cH:9][cH:10][cH:11][n:12]2)[CH2:8]1. Starting materials: BrCCBr (1,2-dibromoethane), IC1=CC(=CC=C1)[N+](=O)[O-] (1-iodo-3-nitrobenzene), C1(=C(C=CC=C1)P(C1=C(C=CC=C1)C)C1=C(C=CC=C1)C)C (tri(o-tolyl)phosphine), Cl[Si](C)(C)C (chlorotrimethylsilane), ICCCN1C(C=2C(C1=O)=CC=CC2)=O (N-(3-iodopropyl)phthalimide). Reagents/catalysts: [Zn] (zinc), C=1C=CC(=CC1)/C=C/C(=O)/C=C/C2=CC=CC=C2.C=1C=CC(=CC1)/C=C/C(=O)/C=C/C2=CC=CC=C2.C=1C=CC(=CC1)/C=C/C(=O)/C=C/C2=CC=CC=C2.[Pd].[Pd] (tris(dibenzylideneacetone)dipalladium). Run in CN(C=O)C (dimethylformamide). Conditions: temperature 60 celsius, time 30 minute. The product is [N+](=O)([O-])C=1C=C(C=CC1)CCCN1C(C2=CC=CC=C2C1=O)=O (2-[3-(3-nitrophenyl)-propyl]-isoindole-1,3-dione). Isolated yield 20.4%. As a reaction SMILES: BrCCBr.Cl[Si](C)(C)C.I[CH2:11][CH2:12][CH2:13][N:14]1[C:18](=[O:19])[C:17]2=[CH:20][CH:21]=[CH:22][CH:23]=[C:16]2[C:15]1=[O:24].I[C:26]1[CH:31]=[CH:30][CH:29]=[C:28]([N+:32]([O-:34])=[O:33])[CH:27]=1.C1(C)C=CC=CC=1P(C1C=CC=CC=1C)C1C=CC=CC=1C>CN(C)C=O.[Zn].C1C=CC(/C=C/C(/C=C/C2C=CC=CC=2)=O)=CC=1.C1C=CC(/C=C/C(/C=C/C2C=CC=CC=2)=O)=CC=1.C1C=CC(/C=C/C(/C=C/C2C=CC=CC=2)=O)=CC=1.[Pd].[Pd]>[N+:32]([C:28]1[CH:27]=[C:26]([CH2:11][CH2:12][CH2:13][N:14]2[C:18](=[O:19])[C:17]3[C:16](=[CH:23][CH:22]=[CH:21][CH:20]=3)[C:15]2=[O:24])[CH:31]=[CH:30][CH:29]=1)([O-:34])=[O:33] |f:7.8.9.10.11|. Procedure details: Under an atmosphere of nitrogen, a stirred suspension of 1.6 g (24 mg.atom) of zinc dust (<10 micron diameter) in 20 ml of dimethylformamide was treated with 0.11 ml (1.2 mmol) of 1,2-dibromoethane and the mixture was heated to 60° C. then allowed to cool to room temperature. The heating and cooling was repeated twice more. 0.04 ml (0.24 mmol) of chlorotrimethylsilane was added and the mixture stirred at ambient temperature for 30 minutes. The mixture was then treated with 1.26 g (4 mmol) of N-(... Reactants: C1(CCCC1)C(C(=O)C1=CC=C(C=C1)O)CC (α-cyclopentyl-p-hydroxybutyrophenone), CN(CCOC1=CC=C(C=C1)Br)C (p-(N,N-dimethyl-2-aminoethoxy) bromobenzene), Cl (hydrochloric acid). Solvent: C(C)O (ethanol). Yields the product C1(CCCC1)C(C(O)(C1=CC=C(C=C1)O)C1=CC=C(C=C1)OCCN(C)C)CC (2-cyclopentyl-1-[p-(N,N-dimethyl-2-aminoethoxy)phenyl]-1-(p-hydroxyphenyl)-1-butanol). As a reaction SMILES: [CH:1]1([CH:6]([CH2:16][CH3:17])[C:7]([C:9]2[CH:14]=[CH:13][C:12]([OH:15])=[CH:11][CH:10]=2)=[O:8])[CH2:5][CH2:4][CH2:3][CH2:2]1.[CH3:18][N:19]([CH3:30])[CH2:20][CH2:21][O:22][C:23]1[CH:28]=[CH:27][C:26](Br)=[CH:25][CH:24]=1.Cl>C(O)C>[CH:1]1([CH:6]([CH2:16][CH3:17])[C:7]([C:26]2[CH:27]=[CH:28][C:23]([O:22][CH2:21][CH2:20][N:19]([CH3:30])[CH3:18])=[CH:24][CH:25]=2)([C:9]2[CH:14]=[CH:13][C:12]([OH:15])=[CH:11][CH:10]=2)[OH:8])[CH2:5][CH2:4][CH2:3][CH2:2]1. Reported procedure: 2-cyclopentyl-1-[p-(N,N-dimethyl-2-aminoethoxy)phenyl]-1-(p-hydroxyphenyl)-1-butanol, which was prepared from α-cyclopentyl-p-hydroxybutyrophenone and p-(N,N-dimethyl-2-aminoethoxy) bromobenzene according to the procedure of example 3, was dehydrated in ethanol in the presence of hydrochloric acid. The product was recrystallized from n-hexane, mp. 112°-120° C. and was found to be an 1:1 mixture of E- and Z-isomers. Reactants: BrC1=CC2=C(SC(=C2C2=CC=CC=C2)C(=O)OC)C=C1 (methyl 5-bromo-3-phenylbenzo[b]thiophene-2-carboxylate), Cl (hydrochloric acid). Run in CO (methanol), [OH-].[Na+] (sodium hydroxide). Yields the product BrC1=CC2=C(SC(=C2C2=CC=CC=C2)C(=O)O)C=C1 (5-Bromo-3-phenylbenzo[b]thiophene-2-carboxylic acid). RXN SMILES: [Br:1][C:2]1[CH:20]=[CH:19][C:5]2[S:6][C:7]([C:15]([O:17]C)=[O:16])=[C:8]([C:9]3[CH:14]=[CH:13][CH:12]=[CH:11][CH:10]=3)[C:4]=2[CH:3]=1.Cl>CO.[OH-].[Na+]>[Br:1][C:2]1[CH:20]=[CH:19][C:5]2[S:6][C:7]([C:15]([OH:17])=[O:16])=[C:8]([C:9]3[CH:10]=[CH:11][CH:12]=[CH:13][CH:14]=3)[C:4]=2[CH:3]=1 |f:3.4|. Procedure: Heat three grams of methyl 5-bromo-3-phenylbenzo[b]thiophene-2-carboxylate in a mixture of 50 ml of methanol and 30 ml of 10% sodium hydroxide, under reflux for 1 hour. Add concentrated hydrochloric acid to yield the title compound as a precipitate. Recrystallize from benzene; m.p. 265°-266°.